The task is: describe an organic reaction: reactants, conditions, products, and yield. This data is from the Open Reaction Database (ORD), a public repository of structured organic reaction records. Starting materials: C(C)OC1=C(C=C(C=C1)C(CC(C(F)(F)F)=O)=O)C(F)(F)F (1-(4-ethoxy-3-trifluoromethyl-phenyl)-4,4,4-trifluoro-butane-1,3-dione), 4-ethoxy-3-trifluoromethyl-acetophenone, NC1=NNC=C1C1=CC=NC=C1 (3-amino-4-(4-pyridinyl)-pyrazole). Product: C(C)OC1=C(C=C(C=C1)C1=NC=2N(C(=C1)C(F)(F)F)N=CC2C2=CC=NC=C2)C(F)(F)F (5-(4-Ethoxy-3-trifluoromethyl-phenyl)-3-pyridin-4-yl-7-trifluoromethyl-pyrazolo[1,5-a]pyrimidine). Yield: 56.6%. Reaction SMILES: [CH2:1]([O:3][C:4]1[CH:9]=[CH:8][C:7]([C:10](=O)[CH2:11][C:12](=O)[C:13]([F:16])([F:15])[F:14])=[CH:6][C:5]=1[C:19]([F:22])([F:21])[F:20])[CH3:2].[NH2:23][C:24]1[C:28]([C:29]2[CH:34]=[CH:33][N:32]=[CH:31][CH:30]=2)=[CH:27][NH:26][N:25]=1>>[CH2:1]([O:3][C:4]1[CH:9]=[CH:8][C:7]([C:10]2[CH:11]=[C:12]([C:13]([F:16])([F:15])[F:14])[N:25]3[N:26]=[CH:27][C:28]([C:29]4[CH:34]=[CH:33][N:32]=[CH:31][CH:30]=4)=[C:24]3[N:23]=2)=[CH:6][C:5]=1[C:19]([F:22])([F:21])[F:20])[CH3:2]. Procedure details: Reaction of 1-(4-ethoxy-3-trifluoromethyl-phenyl)-4,4,4-trifluoro-butane-1,3-dione (1164 mg, 0.5 mmol), prepared from 4-ethoxy-3-trifluoromethyl-acetophenone (synthesis: see part acetophenone derivatives) according to general procedure A, and 3-amino-4-(4-pyridinyl)-pyrazole [CAS No. 216661-87-9; prepared from 4-cyanomethyl-pyridine as described in Bioorg. Med. Chem. Lett. 12 (2002) 3537-3541] (80 mg, 0.5 mmol) according to general procedure B yielded the title compound as a yellow solid (128 mg...